Task: describe an organic reaction: reactants, conditions, products, and yield. Dataset: the Open Reaction Database (ORD), a public repository of structured organic reaction records Reactants: CO, O=c1ccn(C2C=CC(CO)O2)c(=O)[nH]1, [H][H]. The product is O=c1ccn(C2CCC(CO)O2)c(=O)[nH]1. RXN SMILES: [CH3:18][OH:19].[CH:1]1([n:8]2[c:9](=[O:10])[nH:11][c:12](=[O:13])[cH:14][cH:15]2)[CH:2]=[CH:3][CH:4]([CH2:5][OH:6])[O:7]1.[H:16][H:17]>>[CH:1]1([n:8]2[c:9](=[O:10])[nH:11][c:12](=[O:13])[cH:14][cH:15]2)[CH2:2][CH2:3][CH:4]([CH2:5][OH:6])[O:7]1. Reactants: N([C@H]([C@@H](O)C)C(=O)O)C(=O)OCC1=CC=CC=C1 (Z-(D)-Thr-OH), NCC(=O)OC(C)(C)C (H-Gly-OBut), C1C2C=CC1C3C2C(=O)N(C3=O)O (HONB), C1CCC(CC1)N=C=NC2CCCCC2 (DCC). The solvent is C1CCOC1 (THF). Reaction conditions: time 8 hour. Product: N([C@H]([C@@H](O)C)C(=O)NCC(=O)OC(C)(C)C)C(=O)OCC1=CC=CC=C1 (Z-(D)-Thr-Gly-OBut). The yield is 69.1%. Reaction SMILES: [NH:1]([C:9]([O:11][CH2:12][C:13]1[CH:18]=[CH:17][CH:16]=[CH:15][CH:14]=1)=[O:10])[C@@H:2]([C:6]([OH:8])=O)[C@H:3]([CH3:5])[OH:4].[NH2:19][CH2:20][C:21]([O:23][C:24]([CH3:27])([CH3:26])[CH3:25])=[O:22].C1C2C3C(=O)N(O)C(=O)C3C1C=C2.C1CCC(N=C=NC2CCCCC2)CC1>C1COCC1>[NH:1]([C:9]([O:11][CH2:12][C:13]1[CH:18]=[CH:17][CH:16]=[CH:15][CH:14]=1)=[O:10])[C@@H:2]([C:6]([NH:19][CH2:20][C:21]([O:23][C:24]([CH3:27])([CH3:26])[CH3:25])=[O:22])=[O:8])[C@H:3]([CH3:5])[OH:4]. Procedure details: In 50 ml of THF are dissolved 5.0 g of Z-(D)-Thr-OH and 3.6 g of H-Gly-OBut. After cooling, 3.9 g of HONB and 4.5 g of DCC are added, and the mixture is stirred overnight. The solvent is distilled off, and the residue is extracted with 100 ml of AcOEt, followed by washing with water and drying over anhydrous sodium sulphate. The AcOEt is distilled off, and the residue is treated with petroleum ether. Recrystallization from AcOEt-petroleum ether yields 5.0 g of the desired compound. m.p. 56°-57° ... The product is C(C)ON=C(CC)C=1C(CC(CC1O)C1=CC=C(C=C1)NC(C1=C(C=CC=C1)C)=O)=O (2-[1-(ethoxyimino)propyl]-5-[4-(2-methylbenzamido)phenyl]-3-hydroxy-2-cyclohexen-1-one). Reported procedure: Into 30 ml of chloroform was dissolved 1.6 g of 5-[4-(2-methylbenzamido)phenyl]-2-propionyl-3-hydroxy-2-cyclohexen-1-one and to the solution was added 0.4 g of ethoxyamine. The mixture was kept for 15 hours at 40° C. and the reacting solution was washed with water and a surplus amount of ethoxyamine was removed from it. After dried, the chloroform was distilled off from it and ethyl ether was added in the residue. The crystal sedimented was collected with a filtering step and 1.0 g of desired co... As a reaction SMILES: [CH3:1][C:2]1[CH:28]=[CH:27][CH:26]=[CH:25][C:3]=1[C:4]([NH:6][C:7]1[CH:12]=[CH:11][C:10]([CH:13]2[CH2:18][C:17](=[O:19])[C:16]([C:20](=O)[CH2:21][CH3:22])=[C:15]([OH:24])[CH2:14]2)=[CH:9][CH:8]=1)=[O:5].[CH2:29]([O:31][NH2:32])[CH3:30]>C(Cl)(Cl)Cl>[CH2:29]([O:31][N:32]=[C:20]([C:16]1[C:17](=[O:19])[CH2:18][CH:13]([C:10]2[CH:11]=[CH:12][C:7]([NH:6][C:4](=[O:5])[C:3]3[CH:25]=[CH:26][CH:27]=[CH:28][C:2]=3[CH3:1])=[CH:8][CH:9]=2)[CH2:14][C:15]=1[OH:24])[CH2:21][CH3:22])[CH3:30]. Reactants: CC1=C(C(=O)NC2=CC=C(C=C2)C2CC(=C(C(C2)=O)C(CC)=O)O)C=CC=C1 (5-[4-(2-methylbenzamido)phenyl]-2-propionyl-3-hydroxy-2-cyclohexen-1-one), C(C)ON (ethoxyamine). Solvent: C(Cl)(Cl)Cl (chloroform). Yield: 56.1%. Reaction conditions: time 15 hour. Reactants: CC(C)(C)OC(=O)N1CCNCC1, O=C([O-])O, CN(C)C=O, Cc1ccc2cccc(OCc3c(Cl)ccc(C(=O)O)c3Cl)c2n1, [Na+], On1nnc2ccccc21. The product is Cc1ccc2cccc(OCc3c(Cl)ccc(C(=O)N4CCN(C(=O)OC(C)(C)C)CC4)c3Cl)c2n1. As a reaction SMILES: [C:25]([CH3:26])([CH3:27])([CH3:28])[O:29][C:30](=[O:31])[N:32]1[CH2:33][CH2:34][NH:35][CH2:36][CH2:37]1.[C:48](=[O:49])([OH:50])[O-:51].[CH3:53][N:54]([CH3:55])[CH:56]=[O:57].[Cl:1][c:2]1[c:3]([CH2:4][O:5][c:6]2[cH:7][cH:8][cH:9][c:10]3[cH:11][cH:12][c:13]([CH3:16])[n:14][c:15]23)[c:17]([Cl:24])[cH:18][cH:19][c:20]1[C:21](=[O:22])[OH:23].[Na+:52].[OH:38][n:39]1[c:40]2[cH:41][cH:42][cH:43][cH:44][c:45]2[n:46][n:47]1>>[Cl:1][c:2]1[c:3]([CH2:4][O:5][c:6]2[cH:7][cH:8][cH:9][c:10]3[cH:11][cH:12][c:13]([CH3:16])[n:14][c:15]23)[c:17]([Cl:24])[cH:18][cH:19][c:20]1[C:21](=[O:22])[N:35]1[CH2:34][CH2:33][N:32]([C:30]([O:29][C:25]([CH3:26])([CH3:27])[CH3:28])=[O:31])[CH2:37][CH2:36]1. Starting materials: N1C=C(C=2C1=NC=CC2)C=C2C(C(=C(O2)NC2=C(C=CC=C2)Cl)C(=O)OCC)=O (Ethyl 5-[(1H-pyrrolo[2,3-b]pyridin-3-yl)methylene]-2-[(2-chlorophenyl)amino]-4-oxo-4,5-dihydrofuran-3-carboxylate), CN(CCO)C (2-(dimethylamino)ethanol), Zn4(OCOCF3)6O. Reagents/catalysts: CN(C1=CC=NC=C1)C (4-dimethylaminopyridine), [Zn] (zinc). The solvent is CN(C(C)=O)C (N,N-dimethylacetamide). Yields the product C(C)(=O)O.N1C=C(C=2C1=NC=CC2)C=C2C(C(=C(O2)NC2=C(C=CC=C2)Cl)C(=O)OCCN(C)C)=O (2-(Dimethylamino)ethyl 5-[(1H-pyrrolo[2,3-b]pyridin-3-yl)methylene]-2-[(2-chlorophenyl)amino]-4-oxo-4,5-dihydrofuran-3-carboxylate acetate). The yield is 19.5%. Reaction SMILES: [NH:1]1[C:5]2=[N:6][CH:7]=[CH:8][CH:9]=[C:4]2[C:3]([CH:10]=[C:11]2[O:15][C:14]([NH:16][C:17]3[CH:22]=[CH:21][CH:20]=[CH:19][C:18]=3[Cl:23])=[C:13]([C:24]([O:26]CC)=[O:25])[C:12]2=[O:29])=[CH:2]1.[CH3:30][N:31]([CH3:35])[CH2:32][CH2:33][OH:34]>CN(C)C1C=CN=CC=1.CN(C)C(=O)C.[Zn]>[C:24]([OH:26])(=[O:25])[CH3:13].[NH:1]1[C:5]2=[N:6][CH:7]=[CH:8][CH:9]=[C:4]2[C:3]([CH:10]=[C:11]2[O:15][C:14]([NH:16][C:17]3[CH:22]=[CH:21][CH:20]=[CH:19][C:18]=3[Cl:23])=[C:13]([C:24]([O:34][CH2:33][CH2:32][N:31]([CH3:35])[CH3:30])=[O:25])[C:12]2=[O:29])=[CH:2]1 |f:5.6|. Reported procedure: A solution of the compound (0.10 g, 0.24 mmol) of Example 15, 2-(dimethylamino)ethanol (0.40 mL, 4.0 mmol), 4-dimethylaminopyridine (0.010 g, 0.082 mmol) and zinc cluster catalyst (Zn4(OCOCF3)6O) (0.018 g, 0.019 mmol) in N,N-dimethylacetamide (2.0 mL) was stirred at 130° C. for 24 h. Cooled to ambient temperature, the precipitate was removed by filtration. The filtrate was purified by preparative HPLC (aqueous ammonium acetate/acetonitrile as eluents) to afford the titled compound as solid (0.01... Starting materials: [BH3-]C#N, C[Si](C)(C)CCOC(=O)c1ccccc1-c1ccc(C=O)cc1, Cl, Cl, [Na+], NC(CO)Cc1c[nH]cn1. Product: C[Si](C)(C)CCOC(=O)c1ccccc1-c1ccc(CNC(CO)Cc2c[nH]cn2)cc1. As a reaction SMILES: [C:36]([BH3-:37])#[N:38].[CH3:1][Si:2]([CH3:3])([CH3:4])[CH2:5][CH2:6][O:7][C:8](=[O:9])[c:10]1[c:11](-[c:16]2[cH:17][cH:18][c:19]([CH:22]=[O:23])[cH:20][cH:21]2)[cH:12][cH:13][cH:14][cH:15]1.[ClH:24].[ClH:25].[Na+:39].[nH:26]1[cH:27][n:28][c:29]([CH2:31][CH:32]([CH2:33][OH:34])[NH2:35])[cH:30]1>>[CH3:1][Si:2]([CH3:3])([CH3:4])[CH2:5][CH2:6][O:7][C:8](=[O:9])[c:10]1[c:11](-[c:16]2[cH:17][cH:18][c:19]([CH2:22][NH:35][CH:32]([CH2:31][c:29]3[n:28][cH:27][nH:26][cH:30]3)[CH2:33][OH:34])[cH:20][cH:21]2)[cH:12][cH:13][cH:14][cH:15]1. The reactants are [Cl-].[NH4+] (ammonium chloride), O1CCCC1 (tetrahydrofuran), [BH4-].[Na+] (sodium borohydride), C(C)(C)(C)OC(NC(S(=O)(=O)C1=CC=C(C=C1)C)C=1OC=CN1)=O ([oxazole-2-yl-(toluene-4-sulfonyl)-methyl]-carbamic acid tert-butyl ester). Run in O (water). The product is C(C)(C)(C)OC(NCC=1OC=CN1)=O (Oxazole-2-ylmethyl-carbamic acid tert-butyl ester). Isolated yield 53.6%. Reaction SMILES: O1CCCC1.[BH4-].[Na+].[C:8]([O:12][C:13](=[O:31])[NH:14][CH:15]([C:26]1[O:27][CH:28]=[CH:29][N:30]=1)S(C1C=CC(C)=CC=1)(=O)=O)([CH3:11])([CH3:10])[CH3:9].[Cl-].[NH4+]>O>[C:8]([O:12][C:13](=[O:31])[NH:14][CH2:15][C:26]1[O:27][CH:28]=[CH:29][N:30]=1)([CH3:11])([CH3:9])[CH3:10] |f:1.2,4.5|. Procedure details: To 4 mL of tetrahydrofuran was added 51.4 mg of sodium borohydride, and added with 240 mg of [oxazole-2-yl-(toluene-4-sulfonyl)-methyl]-carbamic acid tert-butyl ester obtained by Production example 769 over 13 minutes at room temperature under stirring. Thereafter, the solution was stirred for another 2 hours and 30 minutes under room temperature, added with saturated aqueous ammonium chloride under ice cooling, and stirred for another 30 minutes under ice cooling. Thereafter, water was added, e...